Dataset: the Open Reaction Database (ORD), a public repository of structured organic reaction records. Task: describe an organic reaction: reactants, conditions, products, and yield The reactants are FC1=C(C(=C(C(=C1F)C)F)F)CO ((2,3,5,6-tetrafluoro-4-methylphenyl)methanol), N1=CC=CC=C1 (pyridine), O1CCCC1 (tetrahydrofuran), CC1([C@@H]([C@H]1C=C(C)C)C(=O)Cl)C ((1R)-trans-2,2-dimethyl-3-(2-methyl-1-propenyl)cyclopropanecarboxylic chloride), ice water. Run in CCCCCC.C(C)(=O)OCC (hexane ethyl acetate). Run at time 8 hour. The product is CC1([C@@H]([C@H]1C=C(C)C)C(=O)OCC1=C(C(=C(C(=C1F)F)C)F)F)C ((2,3,5,6-tetrafluoro-4-methylphenyl)methyl(1R)-trans-2,2-dimethyl-3-(2-methyl-1-propenyl)cyclopropanecarboxylate). The yield is 87.1%. Reaction SMILES: [F:1][C:2]1[C:7]([F:8])=[C:6]([CH3:9])[C:5]([F:10])=[C:4]([F:11])[C:3]=1[CH2:12][OH:13].N1C=CC=CC=1.O1CCCC1.[CH3:25][C:26]1([CH3:36])[C@H:28]([CH:29]=[C:30]([CH3:32])[CH3:31])[C@H:27]1[C:33](Cl)=[O:34]>CCCCCC.C(OCC)(=O)C>[CH3:25][C:26]1([CH3:36])[C@H:28]([CH:29]=[C:30]([CH3:31])[CH3:32])[C@H:27]1[C:33]([O:13][CH2:12][C:3]1[C:2]([F:1])=[C:7]([F:8])[C:6]([CH3:9])=[C:5]([F:10])[C:4]=1[F:11])=[O:34] |f:4.5|. Reported procedure: To a mixture solution of 1.78 g of (2,3,5,6-tetrafluoro-4-methylphenyl)methanol, 0.87 g of pyridine and 20 ml of tetrahydrofuran, 2.06 g of (1R)-trans-2,2-dimethyl-3-(2-methyl-1-propenyl)cyclopropanecarboxylic chloride was added under ice-cooling and the mixture was stirred for 8 hours at room temperature. The reaction mixture was poured into about 100 ml of ice-water and extracted with each 100 ml of ethyl acetate twice. The combined ethyl acetate was washed with saturated brine, dried over anh... As a reaction SMILES: Cl[C:2]1[N:24]=[C:23]([CH3:25])[CH:22]=[CH:21][C:3]=1[C:4]([C:6]1[CH:11]=[C:10]([C:12]([CH3:15])([CH3:14])[CH3:13])[C:9]([OH:16])=[C:8]([C:17]([CH3:20])([CH3:19])[CH3:18])[CH:7]=1)=O.O.[NH2:27][NH2:28]>N1C=CC=CC=1>[C:12]([C:10]1[CH:11]=[C:6]([C:4]2[C:3]3[C:2](=[N:24][C:23]([CH3:25])=[CH:22][CH:21]=3)[NH:28][N:27]=2)[CH:7]=[C:8]([C:17]([CH3:19])([CH3:18])[CH3:20])[C:9]=1[OH:16])([CH3:15])([CH3:13])[CH3:14] |f:1.2|. The product is C(C)(C)(C)C=1C=C(C=C(C1O)C(C)(C)C)C1=NNC2=NC(=CC=C21)C (3-(3,5-di-tertiary butyl-4-hydroxyphenyl)-6-methyl-1H-pyrazolo[3,4-b]pyridine). Yield: 81.2%. Starting materials: ClC1=C(C(=O)C2=CC(=C(C(=C2)C(C)(C)C)O)C(C)(C)C)C=CC(=N1)C (4-(2-chloro-6-methylnicotinoyl)-2,6-di-tertiary butylphenol), O.NN (hydrazine hydrate). Run in N1=CC=CC=C1 (pyridine). Reported procedure: The similar procedures in Example 1 by using 15.5 g of 4-(2-chloro-6-methylnicotinoyl)-2,6-di-tertiary butylphenol, 9.7 g of hydrazine hydrate and 85 ml of pyridine are carried out, and then the obtained crude crystals are recrystallized from ethanol to give 11.8 g of 3-(3,5-di-tertiary butyl-4-hydroxyphenyl)-6-methyl-1H-pyrazolo[3,4-b]pyridine as white crystals, melting at 239°-240° C. Starting materials: CC1=C(C(=NO1)C1=NC=CC=C1)COC=1C=CC(=NC1)C(=O)O (5-(5-methyl-3-pyridin-2-yl-isoxazol-4-ylmethoxy)-pyridine-2-carboxylic acid), C(O)CN (ethanolamine). The product is OCCNC(=O)C1=NC=C(C=C1)OCC=1C(=NOC1C)C1=NC=CC=C1 (5-(5-Methyl-3-pyridin-2-yl-isoxazol-4-ylmethoxy)-pyridine-2-carboxylic acid (2-hydroxy-ethyl)-amide). Isolated yield 96.0%. RXN SMILES: [CH3:1][C:2]1[O:6][N:5]=[C:4]([C:7]2[CH:12]=[CH:11][CH:10]=[CH:9][N:8]=2)[C:3]=1[CH2:13][O:14][C:15]1[CH:16]=[CH:17][C:18]([C:21]([OH:23])=O)=[N:19][CH:20]=1.[CH2:24]([CH2:26][NH2:27])[OH:25]>>[OH:25][CH2:24][CH2:26][NH:27][C:21]([C:18]1[CH:17]=[CH:16][C:15]([O:14][CH2:13][C:3]2[C:4]([C:7]3[CH:12]=[CH:11][CH:10]=[CH:9][N:8]=3)=[N:5][O:6][C:2]=2[CH3:1])=[CH:20][N:19]=1)=[O:23]. Procedure: As described for example 7, 5-(5-methyl-3-pyridin-2-yl-isoxazol-4-ylmethoxy)-pyridine-2-carboxylic acid (100 mg, 0.32 mmol) was converted, using ethanolamine instead of isopropylamine, to the title compound (110 mg, 96%), which was obtained as a white solid. MS: m/e=355.2 [M+H]+.